From a dataset of the Open Reaction Database (ORD), a public repository of structured organic reaction records. describe an organic reaction: reactants, conditions, products, and yield Starting materials: COC1=CC=C(CN2N=C(C3=C2N=C(C=2CNC4=C(C32)C=CC=C4)C4=CC=C(C=C4)OC)C)C=C1 (3-(4-methoxybenzyl)-5-(4-methoxyphenyl)-1-methyl-6,7-dihydro-3H-benzo[f]pyrazolo[3,4-c][2,7]naphthyridine). The solvent is FC(C(=O)O)(F)F (trifluoroacetic acid). Run at time 4 hour. Yields the product CC1=NNC=2N=C(C=3C=NC4=C(C3C21)C=CC=C4)C4=CC=C(C=C4)O (4-(1-methyl-3H-benzo[f]pyrazolo[3,4-c][2,7]naphthyridin-5-yl)phenol). The yield is 13.1%. As a reaction SMILES: COC1C=CC(C[N:8]2[C:12]3[N:13]=[C:14]([C:25]4[CH:30]=[CH:29][C:28]([O:31]C)=[CH:27][CH:26]=4)[C:15]4[CH2:16][NH:17][C:18]5[CH:24]=[CH:23][CH:22]=[CH:21][C:19]=5[C:20]=4[C:11]=3[C:10]([CH3:33])=[N:9]2)=CC=1>FC(F)(F)C(O)=O>[CH3:33][C:10]1[C:11]2[C:20]3[C:19]4[CH:21]=[CH:22][CH:23]=[CH:24][C:18]=4[N:17]=[CH:16][C:15]=3[C:14]([C:25]3[CH:30]=[CH:29][C:28]([OH:31])=[CH:27][CH:26]=3)=[N:13][C:12]=2[NH:8][N:9]=1. Procedure: A solution of 350 mg (0.75 mmol) of 3-(4-methoxybenzyl)-5-(4-methoxyphenyl)-1-methyl-6,7-dihydro-3H-benzo[f]pyrazolo[3,4-c][2,7]naphthyridine dissolved in 15 ml of trifluoroacetic acid is carried at 70° C. for 4 hours and then cooled to room temperature. The solvents are evaporated and then water is added. The product is extracted with ethyl acetate; the organic phases are dried on magnesium sulfate and concentrated. The residue is triturated in acetonitrile. The solid is filtered and then disso... The reactants are [Al+3], [Cl-], [Cl-], [Cl-], ClCC1CO1, [Na+], [OH-], O=C1CCc2c(O)cccc21. Product: O=C1CCc2c(OCC3CO3)cccc21. As a reaction SMILES: [Al+3:2].[Cl-:1].[Cl-:3].[Cl-:4].[Cl:16][CH2:17][CH:18]1[CH2:19][O:20]1.[Na+:22].[OH-:21].[OH:5][c:6]1[c:7]2[c:11]([cH:12][cH:13][cH:14]1)[C:10](=[O:15])[CH2:9][CH2:8]2>>[O:5]([c:6]1[c:7]2[c:11]([cH:12][cH:13][cH:14]1)[C:10](=[O:15])[CH2:9][CH2:8]2)[CH2:17][CH:18]1[CH2:19][O:20]1. Starting materials: COC(=O)C(C)OC1=NC=CC=C1[N+](=O)[O-] (2-{1-(methoxycarbonyl)ethoxy}-3-nitropyridine). Reagents/catalysts: [Pt]=O (platinum oxide). Solvent: C(C)O (ethanol). Run at time 3.5 hour. The product is NC=1C(=NC=CC1)OC(C)C(=O)OC (3-amino-2-{1-(methoxycarbonyl)ethoxy}pyridine). Isolated yield 78.7%. As a reaction SMILES: [CH3:1][O:2][C:3]([CH:5]([O:7][C:8]1[C:13]([N+:14]([O-])=O)=[CH:12][CH:11]=[CH:10][N:9]=1)[CH3:6])=[O:4]>[Pt]=O.C(O)C>[NH2:14][C:13]1[C:8]([O:7][CH:5]([C:3]([O:2][CH3:1])=[O:4])[CH3:6])=[N:9][CH:10]=[CH:11][CH:12]=1. Procedure details: A mixture of 1.7 g of 2-{1-(methoxycarbonyl)ethoxy}-3-nitropyridine, 102 mg of platinum oxide, and 7.5 ml of ethanol was stirred at room temperature under an atmosphere of hydrogen gas for 3.5 hours. The gas in the atmosphere on the reaction system was replaced with nitrogen gas, and the reaction mixture was filtered through Celite. The filtrate was concentrated. The residue was subjected to silica gel column chromatography to give 1.16 g of 3-amino-2-{1-(methoxycarbonyl)ethoxy}pyridine. 1H-NMR ... Reactants: N1C[C@@H](CC1)COC1=NC(=NC=C1C1=CC=C(C=C1)N1CCOCC1)N[C@@H]1CC[C@@H](CC1)C (4-(((R)-pyrrolidin-3-yl)methoxy)-N-(cis-4-methylcyclohexyl)-5-(4-morpholinophenyl)pyrimidin-2-amine), CS(=O)(=O)Cl (methanesulfonyl chloride). Product: CS(=O)(=O)N1C[C@@H](CC1)COC1=NC(=NC=C1C1=CC=C(C=C1)N1CCOCC1)N[C@@H]1CC[C@@H](CC1)C (4-(((R)-1-methylsulfonyl-pyrrolidin-3-yl)methoxy)-N-(cis-4-methylcyclohexyl)-5-(4-morpholinophenyl)pyrimidin-2-amine). Yield: 67.0%. As a reaction SMILES: [NH:1]1[CH2:5][CH2:4][C@@H:3]([CH2:6][O:7][C:8]2[C:13]([C:14]3[CH:19]=[CH:18][C:17]([N:20]4[CH2:25][CH2:24][O:23][CH2:22][CH2:21]4)=[CH:16][CH:15]=3)=[CH:12][N:11]=[C:10]([NH:26][C@H:27]3[CH2:32][CH2:31][C@@H:30]([CH3:33])[CH2:29][CH2:28]3)[N:9]=2)[CH2:2]1.[CH3:34][S:35](Cl)(=[O:37])=[O:36]>>[CH3:34][S:35]([N:1]1[CH2:5][CH2:4][C@@H:3]([CH2:6][O:7][C:8]2[C:13]([C:14]3[CH:15]=[CH:16][C:17]([N:20]4[CH2:21][CH2:22][O:23][CH2:24][CH2:25]4)=[CH:18][CH:19]=3)=[CH:12][N:11]=[C:10]([NH:26][C@H:27]3[CH2:28][CH2:29][C@@H:30]([CH3:33])[CH2:31][CH2:32]3)[N:9]=2)[CH2:2]1)(=[O:37])=[O:36]. Reported procedure: Using the procedure of Example 1 Step 5, 4-(((R)-pyrrolidin-3-yl)methoxy)-N-(cis-4-methylcyclohexyl)-5-(4-morpholinophenyl)pyrimidin-2-amine with methanesulfonyl chloride to provide the title compound in 67% yield. 1H NMR (CDCl3, 400 MHz) δ 8.03 (s, 1H), 7.33 (d, 2H), 6.94 (d, 2H), 5.40 (sb, 1H), 4.35 (m, 2H), 4.08 (m, 1H), 3.88 (m, 4H), 3.55-3.31 (m, 4H), 3.18 (m, 4H), 2.76 (s, 3H), 2.17-2.10 (m, 1H), 1.86-1.25 (m, 9H), 0.95 (d, 3H); MS (ESI) m/z: Found: 530.3 (M+1). Calc. 529.3 (M+).